Dataset: the Open Reaction Database (ORD), a public repository of structured organic reaction records. Task: describe an organic reaction: reactants, conditions, products, and yield The reactants are C1CCOC1, COCCO, CN(C)CCNc1nc2cc(F)ccc2[n+]([O-])n1, [H-], [Na+]. Product: COCCOc1ccc2c(c1)nc(NCCN(C)C)n[n+]2[O-]. As a reaction SMILES: [CH2:26]1[O:27][CH2:28][CH2:29][CH2:30]1.[CH3:21][O:22][CH2:23][CH2:24][OH:25].[F:3][c:4]1[cH:5][cH:6][c:7]2[c:8]([n:9][c:10]([NH:14][CH2:15][CH2:16][N:17]([CH3:18])[CH3:19])[n:11][n+:12]2[O-:13])[cH:20]1.[H-:2].[Na+:1]>>[c:4]1([O:25][CH2:24][CH2:23][O:22][CH3:21])[cH:5][cH:6][c:7]2[c:8]([n:9][c:10]([NH:14][CH2:15][CH2:16][N:17]([CH3:18])[CH3:19])[n:11][n+:12]2[O-:13])[cH:20]1. Starting materials: COC1=CC=C(C=C1)B(O)O (4-methoxyphenyl-boronic acid), C([O-])([O-])=O.[K+].[K+] (potassium carbonate), BrC1=CC(=C(C=C1)C)[N+](=O)[O-] (4-bromo-1-methyl-2-nitrobenzene), O (water). The reagents and catalysts are [Pd].C1(=CC=CC=C1)P(C1=CC=CC=C1)C1=CC=CC=C1.C1(=CC=CC=C1)P(C1=CC=CC=C1)C1=CC=CC=C1.C1(=CC=CC=C1)P(C1=CC=CC=C1)C1=CC=CC=C1.C1(=CC=CC=C1)P(C1=CC=CC=C1)C1=CC=CC=C1 (tetrakis(triphenylphosphine)-palladium). Run in C1(=CC=CC=C1)C (toluene), C(C)O (ethanol). Reaction conditions: temperature 100 celsius, time 7 hour. Product: COC1=CC=C(C=C1)C1=CC(=C(C=C1)C)[N+](=O)[O-] (4′-methoxy-4-methyl-3-nitrobiphenyl). Isolated yield 78.7%. As a reaction SMILES: [CH3:1][O:2][C:3]1[CH:8]=[CH:7][C:6](B(O)O)=[CH:5][CH:4]=1.C(=O)([O-])[O-].[K+].[K+].Br[C:19]1[CH:24]=[CH:23][C:22]([CH3:25])=[C:21]([N+:26]([O-:28])=[O:27])[CH:20]=1.O>C1(C)C=CC=CC=1.C(O)C.[Pd].C1(P(C2C=CC=CC=2)C2C=CC=CC=2)C=CC=CC=1.C1(P(C2C=CC=CC=2)C2C=CC=CC=2)C=CC=CC=1.C1(P(C2C=CC=CC=2)C2C=CC=CC=2)C=CC=CC=1.C1(P(C2C=CC=CC=2)C2C=CC=CC=2)C=CC=CC=1>[CH3:1][O:2][C:3]1[CH:8]=[CH:7][C:6]([C:19]2[CH:24]=[CH:23][C:22]([CH3:25])=[C:21]([N+:26]([O-:28])=[O:27])[CH:20]=2)=[CH:5][CH:4]=1 |f:1.2.3,8.9.10.11.12|. Procedure details: To a solution of 4-methoxyphenyl-boronic acid (500 mg, 3.29 mmol) in toluene (5.2 mL) and ethanol (1.3 mL), potassium carbonate (910 mg, 6.58 mmol), tetrakis(triphenylphosphine)-palladium (228.1 mg, 0.099 mmol) and 4-bromo-1-methyl-2-nitrobenzene (711 mg, 3.29 mmol) are added and stirred at 100° C. for 7 hours. The mixture is poured into water and extracted with ethyl acetate two times. The organic layer is washed with water and then brine, dried over magnesium sulfate, and evaporated in vacuo. ... The reactants are CC(=O)O[BH-](OC(C)=O)OC(C)=O, CC1CN(Cc2ccc(-c3cccnc3N3CCC(=O)CC3)nc2)CCN1C(=O)OCc1ccccc1, Nc1ccc(F)cc1, [Na+]. Product: CC1CN(Cc2ccc(-c3cccnc3N3CCC(Nc4ccc(F)cc4)CC3)nc2)CCN1C(=O)OCc1ccccc1. As a reaction SMILES: [C:46]([O:47][BH-:48]([O:49][C:50](=[O:51])[CH3:52])[O:53][C:54](=[O:55])[CH3:56])(=[O:57])[CH3:58].[CH3:1][CH:2]1[N:3]([C:28](=[O:29])[O:30][CH2:31][c:32]2[cH:33][cH:34][cH:35][cH:36][cH:37]2)[CH2:4][CH2:5][N:6]([CH2:8][c:9]2[cH:10][cH:11][c:12](-[c:15]3[c:16]([N:21]4[CH2:22][CH2:23][C:24](=[O:27])[CH2:25][CH2:26]4)[n:17][cH:18][cH:19][cH:20]3)[n:13][cH:14]2)[CH2:7]1.[NH2:38][c:39]1[cH:40][cH:41][c:42]([F:43])[cH:44][cH:45]1.[Na+:59]>>[CH3:1][CH:2]1[N:3]([C:28](=[O:29])[O:30][CH2:31][c:32]2[cH:33][cH:34][cH:35][cH:36][cH:37]2)[CH2:4][CH2:5][N:6]([CH2:8][c:9]2[cH:10][cH:11][c:12](-[c:15]3[c:16]([N:21]4[CH2:22][CH2:23][CH:24]([NH:38][c:39]5[cH:40][cH:41][c:42]([F:43])[cH:44][cH:45]5)[CH2:25][CH2:26]4)[n:17][cH:18][cH:19][cH:20]3)[n:13][cH:14]2)[CH2:7]1. Starting materials: C(C1=CC=CC=C1)N1CC=2N=CN=C(C2CC1)NC1=CC=C(C=C1)C(F)(F)F (7-Benzyl-N-(4-(trifluoromethyl)phenyl)-5,6,7,8-tetrahydropyrido[3,4-d]pyrimidin-4-amine). Reagents/catalysts: [OH-].[Pd+2].[OH-] (palladium hydroxide). Solvent: CO (methanol). Reaction conditions: time 20 hour. Product: FC(C1=CC=C(C=C1)NC=1C2=C(N=CN1)CNCC2)(F)F (N-(4-(Trifluoromethyl)phenyl)-5,6,7,8-tetrahydropyrido[3,4-d]pyrimidin-4-amine). Yield: 90.5%. As a reaction SMILES: C([N:8]1[CH2:17][CH2:16][C:15]2[C:14]([NH:18][C:19]3[CH:24]=[CH:23][C:22]([C:25]([F:28])([F:27])[F:26])=[CH:21][CH:20]=3)=[N:13][CH:12]=[N:11][C:10]=2[CH2:9]1)C1C=CC=CC=1>CO.[OH-].[Pd+2].[OH-]>[F:28][C:25]([F:26])([F:27])[C:22]1[CH:21]=[CH:20][C:19]([NH:18][C:14]2[C:15]3[CH2:16][CH2:17][NH:8][CH2:9][C:10]=3[N:11]=[CH:12][N:13]=2)=[CH:24][CH:23]=1 |f:2.3.4|. Procedure details: 7-Benzyl-N-(4-(trifluoromethyl)phenyl)-5,6,7,8-tetrahydropyrido[3,4-d]pyrimidin-4-amine (13 g, 33.8 mmol) was dissolved in methanol (50 mL) and palladium hydroxide (20% wt. % (dry basis) on carbon) was added (5.0 g). The mixture was shaken on a Parr Shaker under H2(g) atmosphere (60 PSI) for 20 hours. The mixture was filtered through celite and evaporated to give 9.0 g of material as a grey solid (91%). 1.5 g of this material was purified on alumina in 10% MeOH-DCM to give 600 mg of the pure com...